Dataset: the Open Reaction Database (ORD), a public repository of structured organic reaction records. Task: describe an organic reaction: reactants, conditions, products, and yield Starting materials: C(CCCC(=O)O)(=O)O (glutaric acid), C(CCC(=O)O)(=O)O (succinic acid). Yields the product C(CCCCC(=O)O)(=O)O (adipic acid). RXN SMILES: [C:1](O)(=O)[CH2:2][CH2:3][CH2:4][C:5]([OH:7])=[O:6].C(O)(=O)CC[C:13]([OH:15])=[O:14]>>[C:13]([OH:15])(=[O:14])[CH2:1][CH2:2][CH2:3][CH2:4][C:5]([OH:7])=[O:6]. Reported procedure: The mother liquid with the urea-succinic acid adduct removed was treated with the same strongly acidic ion exchange resin as mentioned above to remove urea. The liquor was then subjected to distillation to remove 100 g. of water and cooled to and allow to stand at 15° C. to crystallize crude adipic acid. By filtration, 12.1 g. of crude adipic acid was obtained. The thus obtained crude adipic acid contained 2.1% by weight of glutaric acid and 1.3% by weight of succinic acid. This crude adipic aci... Starting materials: O=C([O-])[O-], COc1cc(NC(=O)c2nn(-c3ccc(Cl)cc3)cc2CCl)ccc1O, Cl, [K+], [K+], CN(C)C=O, O. The product is COc1cc(N2Cc3cn(-c4ccc(Cl)cc4)nc3C2=O)ccc1O. Reaction SMILES: [C:27](=[O:28])([O-:29])[O-:30].[Cl:1][CH2:2][c:3]1[c:4]([C:15](=[O:16])[NH:17][c:18]2[cH:19][c:20]([O:25][CH3:26])[c:21]([OH:24])[cH:22][cH:23]2)[n:5][n:6](-[c:8]2[cH:9][cH:10][c:11]([Cl:14])[cH:12][cH:13]2)[cH:7]1.[ClH:33].[K+:31].[K+:32].[O:34]=[CH:35][N:36]([CH3:37])[CH3:38].[OH2:39]>>[CH2:2]1[c:3]2[c:4]([n:5][n:6](-[c:8]3[cH:9][cH:10][c:11]([Cl:14])[cH:12][cH:13]3)[cH:7]2)[C:15](=[O:16])[N:17]1[c:18]1[cH:19][c:20]([O:25][CH3:26])[c:21]([OH:24])[cH:22][cH:23]1.